Dataset: the Open Reaction Database (ORD), a public repository of structured organic reaction records. Task: describe an organic reaction: reactants, conditions, products, and yield The reactants are CN(C1CCCCC1)C1CCCCC1, Cc1cc(C=O)cc2cn[nH]c12, C[Si](C)(C)CCOCCl, C1CCOC1. The product is Cc1cc(C=O)cc2cn(COCC[Si](C)(C)C)nc12. RXN SMILES: [CH3:13][N:14]([CH:15]1[CH2:16][CH2:17][CH2:18][CH2:19][CH2:20]1)[CH:21]1[CH2:22][CH2:23][CH2:24][CH2:25][CH2:26]1.[CH3:1][c:2]1[cH:3][c:4]([CH:11]=[O:12])[cH:5][c:6]2[cH:7][n:8][nH:9][c:10]12.[CH3:27][Si:28]([CH2:29][CH2:30][O:31][CH2:32][Cl:33])([CH3:34])[CH3:35].[O:36]1[CH2:37][CH2:38][CH2:39][CH2:40]1>>[CH3:1][c:2]1[cH:3][c:4]([CH:11]=[O:12])[cH:5][c:6]2[cH:7][n:8]([CH2:32][O:31][CH2:30][CH2:29][Si:28]([CH3:27])([CH3:34])[CH3:35])[n:9][c:10]12. The reactants are BrC1=C(N)C=CC(=C1)C(F)(F)F (2-bromo-4-trifluoromethyl aniline), C(C)(C)(C)OC(=O)N1CCC(=CC1)B1OC(C(O1)(C)C)(C)C (4-(4,4,5,5-tetramethyl-[1,3,2]dioxaborolan-2-yl)-3,6-dihydro-2H-pyridine-1-carboxylic acid tert-butyl ester). Solvent: O1CCOCC1 (1,4-dioxane). Run at time 30 minute. The product is C(C)(C)(C)OC(=O)N1CCC(CC1)C1=C(C=CC(=C1)C(F)(F)F)N (4-(2-amino-5-trifluoromethyl-phenyl)-piperidine-1-carboxylic acid tert-butyl ester). Isolated yield 92.7%. RXN SMILES: Br[C:2]1[CH:8]=[C:7]([C:9]([F:12])([F:11])[F:10])[CH:6]=[CH:5][C:3]=1[NH2:4].[C:13]([O:17][C:18]([N:20]1[CH2:25][CH:24]=[C:23](B2OC(C)(C)C(C)(C)O2)[CH2:22][CH2:21]1)=[O:19])([CH3:16])([CH3:15])[CH3:14]>O1CCOCC1>[C:13]([O:17][C:18]([N:20]1[CH2:25][CH2:24][CH:23]([C:2]2[CH:8]=[C:7]([C:9]([F:12])([F:11])[F:10])[CH:6]=[CH:5][C:3]=2[NH2:4])[CH2:22][CH2:21]1)=[O:19])([CH3:16])([CH3:14])[CH3:15]. Reported procedure: A 4.5 L reactor was charged with 2-bromo-4-trifluoromethyl aniline (100 g), 4-(4,4,5,5-tetramethyl-[1,3,2]dioxaborolan-2-yl)-3,6-dihydro-2H-pyridine-1-carboxylic acid tert-butyl ester (124 g, prepared as described in WO 2006/003494), 1,4-dioxane (2500 ml) and the solution was degassed for 30 minutes with argon. Dichloro-bis(triphenylphosphine)-palladium (5.6 g) was added and the resulting solution was stirred for 30 minutes at ambient temperature under an argon atmosphere. A degassed solution of... The reactants are FC(F)(F)c1cccc(CCl)c1, [Na+], [Na+], O, O=S([O-])[O-]. The product is O=S(=O)([O-])Cc1cccc(C(F)(F)F)c1, [Na+]. As a reaction SMILES: [F:1][C:2]([c:3]1[cH:4][c:5]([CH2:6][Cl:7])[cH:8][cH:9][cH:10]1)([F:11])[F:12].[Na+:17].[Na+:18].[OH2:19].[S:13](=[O:14])([O-:15])[O-:16]>>[F:1][C:2]([c:3]1[cH:4][c:5]([CH2:6][S:13](=[O:14])(=[O:15])[O-:16])[cH:8][cH:9][cH:10]1)([F:11])[F:12].[Na+:17].